The task is: describe an organic reaction: reactants, conditions, products, and yield. This data is from the Open Reaction Database (ORD), a public repository of structured organic reaction records. Reactants: [Br-].S1C(=NC=C1)[Zn+] (2-thiazolylzinc bromide), BrC1=CC(=C(S1)C1=C(N=C2N1N=C(C=C2C(CC)CC)C)C)C#N (5-bromo-2-[8-(1-ethyl-propyl)-2,6-dimethyl-imidazo[1,2-b]pyridazin-3-yl]-thiophene-3-carbonitrile). The reagents and catalysts are C1=CC=C(C=C1)P([C-]2C=CC=C2)C3=CC=CC=C3.C1=CC=C(C=C1)P([C-]2C=CC=C2)C3=CC=CC=C3.Cl[Pd]Cl.[Fe+2] (PdCl2(dppf)). The solvent is CCOC(=O)C (EtOAc). Reaction conditions: temperature 65 celsius. The product is C(C)C(CC)C=1C=2N(N=C(C1)C)C(=C(N2)C)C=2SC(=CC2C#N)C=2SC=CN2 (2-[8-(1-ethyl-propyl)-2,6-dimethyl-imidazo[1,2-b]pyridazin-3-yl]-5-thiazol-2-yl-thiophene-3-carbonitrile). Yield: 62.9%. RXN SMILES: Br[C:2]1[S:6][C:5]([C:7]2[N:11]3[N:12]=[C:13]([CH3:21])[CH:14]=[C:15]([CH:16]([CH2:19][CH3:20])[CH2:17][CH3:18])[C:10]3=[N:9][C:8]=2[CH3:22])=[C:4]([C:23]#[N:24])[CH:3]=1.[Br-].[S:26]1[CH:30]=[CH:29][N:28]=[C:27]1[Zn+]>CCOC(C)=O.C1C=CC(P(C2C=CC=CC=2)[C-]2C=CC=C2)=CC=1.C1C=CC(P(C2C=CC=CC=2)[C-]2C=CC=C2)=CC=1.Cl[Pd]Cl.[Fe+2]>[CH2:17]([CH:16]([C:15]1[C:10]2[N:11]([C:7]([C:5]3[S:6][C:2]([C:27]4[S:26][CH:30]=[CH:29][N:28]=4)=[CH:3][C:4]=3[C:23]#[N:24])=[C:8]([CH3:22])[N:9]=2)[N:12]=[C:13]([CH3:21])[CH:14]=1)[CH2:19][CH3:20])[CH3:18] |f:1.2,4.5.6.7|. Reported procedure: To a flask containing 5-bromo-2-[8-(1-ethyl-propyl)-2,6-dimethyl-imidazo[1,2-b]pyridazin-3-yl]-thiophene-3-carbonitrile (0.25 g, 0.62 mmol) and PdCl2(dppf) (0.023 g, 0.031 mmol) is added a solution of 0.5 M 2-thiazolylzinc bromide (6.0 mL, 3.10 mmol). The solution is heated at 65° C. overnight, diluted with EtOAc (30 mL), washed with sat. NH4Cl (2×25 mL), dried over MgSO4, filtered and concentrated. The residue is purified by ISCO column chromatography (15%-20% EtOAc/hexane gradient) furnish the... Yields the product N(=[N+]=[N-])C1=C(C=C(COC[C@@H]2[C@H]([C@@H]([C@H](C(SC3=CC=CC=C3)O2)OCC2=CC=CC=C2)OCC2=CC=CC=C2)OCC2=CC=CC=C2)C=C1)Cl (Phenyl 6-O-(4-azido-3-chlorobenzyl)-2,3,4-tri-O-benzyl-1-thio-D-glucopyranoside). Solvent: CN(C)C=O (DMF). Conditions: time 15 minute. Reaction SMILES: [CH2:1]([O:8][C@@H:9]1[C@@H:21]([O:22][CH2:23][C:24]2[CH:29]=[CH:28][CH:27]=[CH:26][CH:25]=2)[C@H:20]([O:30][CH2:31][C:32]2[CH:37]=[CH:36][CH:35]=[CH:34][CH:33]=2)[C@@H:19]([CH2:38][OH:39])[O:18][CH:10]1[S:11][C:12]1[CH:17]=[CH:16][CH:15]=[CH:14][CH:13]=1)[C:2]1[CH:7]=[CH:6][CH:5]=[CH:4][CH:3]=1.[H-].[Na+].[N:42]([C:45]1[CH:52]=[CH:51][C:48]([CH2:49]Br)=[CH:47][C:46]=1[Cl:53])=[N+:43]=[N-:44].O>CN(C=O)C>[N:42]([C:45]1[CH:52]=[CH:51][C:48]([CH2:49][O:39][CH2:38][C@H:19]2[O:18][CH:10]([S:11][C:12]3[CH:13]=[CH:14][CH:15]=[CH:16][CH:17]=3)[C@H:9]([O:8][CH2:1][C:2]3[CH:7]=[CH:6][CH:5]=[CH:4][CH:3]=3)[C@@H:21]([O:22][CH2:23][C:24]3[CH:29]=[CH:28][CH:27]=[CH:26][CH:25]=3)[C@@H:20]2[O:30][CH2:31][C:32]2[CH:37]=[CH:36][CH:35]=[CH:34][CH:33]=2)=[CH:47][C:46]=1[Cl:53])=[N+:43]=[N-:44] |f:1.2|. Yield: 93.9%. Reported procedure: To a solution of phenyl 2,3,4-tri-O-benzyl-1-thio-D-glucopyranoside (3) (1.09 g, 2.00 mmol) in DMF (10 ml) was added sodium hydride (60% in oil, 96 mg, 2.40 mmol), and the resulting mixture was stirred at room temperature for 15 min. The reaction mixture was cooled to 0° C. and 4-azido-3-chlorobenzyl bromide (592 mg, 2.40 mmol) was added, which was followed by stirring at room temperature for 4 hr. Water (30 ml) was added and the mixture was extracted twice with ethyl acetate. The organic layers... Starting materials: C(C1=CC=CC=C1)O[C@H]1C(SC2=CC=CC=C2)O[C@@H]([C@H]([C@@H]1OCC1=CC=CC=C1)OCC1=CC=CC=C1)CO (Phenyl 2,3,4-tri-O-benzyl-1-thio-D-glucopyranoside), [H-].[Na+] (sodium hydride), O (Water), N(=[N+]=[N-])C1=C(C=C(CBr)C=C1)Cl (4-azido-3-chlorobenzyl bromide). Reactants: C(C)(C)(C)C1=CC=C(C=C1)S(=O)(=O)N(C=1C=NC(=CC1)C)CC(=O)O ([(4-tert-butyl-benzenesulfonyl)-(6-methyl-pyridin-3-yl)-amino]-acetic acid), C(C)NCC (diethylamine). The product is C(C)(C)(C)C1=CC=C(C=C1)S(=O)(=O)N(CC(=O)N(CC)CC)C=1C=NC(=CC1)C (2-[(4-tert-Butyl-benzenesulfonyl)-(6-methyl-pyridin-3-yl)-amino]-N,N-diethyl-acetamide). As a reaction SMILES: [C:1]([C:5]1[CH:10]=[CH:9][C:8]([S:11]([N:14]([CH2:22][C:23](O)=[O:24])[C:15]2[CH:16]=[N:17][C:18]([CH3:21])=[CH:19][CH:20]=2)(=[O:13])=[O:12])=[CH:7][CH:6]=1)([CH3:4])([CH3:3])[CH3:2].[CH2:26]([NH:28][CH2:29][CH3:30])[CH3:27]>>[C:1]([C:5]1[CH:6]=[CH:7][C:8]([S:11]([N:14]([C:15]2[CH:16]=[N:17][C:18]([CH3:21])=[CH:19][CH:20]=2)[CH2:22][C:23]([N:28]([CH2:29][CH3:30])[CH2:26][CH3:27])=[O:24])(=[O:12])=[O:13])=[CH:9][CH:10]=1)([CH3:4])([CH3:3])[CH3:2]. Procedure: prepared by reaction of [(4-tert-butyl-benzenesulfonyl)-(6-methyl-pyridin-3-yl)-amino]-acetic acid with diethylamine Starting materials: CC=1C=C(OC2CN(C2)C(=O)Cl)C=CC1 (3-(3-methylphenoxy)-1-azetidinecarbonyl chloride), CN (monomethylamine). The solvent is O (water), O1CCCC1 (tetrahydrofuran). Reaction conditions: temperature -78 celsius, time 17 hour. Product: CNC(=O)N1CC(C1)OC1=CC(=CC=C1)C (N-Methyl-3-(3-methylphenoxy)-1-azetidinecarboxamide). The yield is 18.2%. As a reaction SMILES: [CH3:1][C:2]1[CH:3]=[C:4]([CH:13]=[CH:14][CH:15]=1)[O:5][CH:6]1[CH2:9][N:8]([C:10](Cl)=[O:11])[CH2:7]1.[CH3:16][NH2:17]>O1CCCC1.O>[CH3:16][NH:17][C:10]([N:8]1[CH2:9][CH:6]([O:5][C:4]2[CH:13]=[CH:14][CH:15]=[C:2]([CH3:1])[CH:3]=2)[CH2:7]1)=[O:11]. Procedure: A stirred solution of 3.92 g (0.01 mole) of 3-(3-methylphenoxy)-1-azetidinecarbonyl chloride in 15 ml of tetrahydrofuran was treated with 2.4 g (0.03 mole) of 40% aqueous monomethylamine and stirring continued for 17 hr. The reaction mixture was diluted with 200 ml of water. The reddish oil residue was cooled to -78° C. whereupon it crystallized (4.28 g). Recrystallization from benzene-ligroin gave 400 mg of fine white crystals, m.p. 143°-144° C. Addition of more ligroin yielded an additional 80... Reactants: C[O-].[Na+] (sodium methoxide), C[O-].[Na+] (NaOMe), C(C)(=O)O (acetic acid), [NH4+].[Cl-] (NH4Cl), FC1=C(CN2N=C(C3=CC=CC=C23)C#N)C=CC=C1 (1-(2-Fluorobenzyl)-3-cyanoindazole). The solvent is CO (methanol), CO (methanol). Conditions: temperature 40 celsius, time 22 hour. Yields the product [Cl-].FC1=C(CN2N=C(C3=CC=CC=C23)C(=[NH2+])N)C=CC=C1 (1-(2-Fluorobenzyl)indazole-3-amidinium chloride). As a reaction SMILES: C[O-].[Na+].[F:4][C:5]1[CH:22]=[CH:21][CH:20]=[CH:19][C:6]=1[CH2:7][N:8]1[C:16]2[C:11](=[CH:12][CH:13]=[CH:14][CH:15]=2)[C:10]([C:17]#[N:18])=[N:9]1.C(O)(=O)C.[NH4+:27].[Cl-:28]>CO>[Cl-:28].[F:4][C:5]1[CH:22]=[CH:21][CH:20]=[CH:19][C:6]=1[CH2:7][N:8]1[C:16]2[C:11](=[CH:12][CH:13]=[CH:14][CH:15]=2)[C:10]([C:17]([NH2:27])=[NH2+:18])=[N:9]1 |f:0.1,4.5,7.8|. Procedure: A sodium methoxide solution, which had been prepared from 190 mg (8.26 mmol) of NaOMe and 30 ml of abs. methanol, was added to a solution of 20.0 g (97.7 mmol) of 1-(2-fluorobenzyl)-3-cyanoindazole (from Example IX) in 200 ml of methanol, and the mixture was stirred at 40° C. for 22 h. After addition of 0.46 ml of acetic acid and 4.30 g of NH4Cl, the mixture was stirred at 40° C. for another 24 h and subsequently concentrated to dryness using a rotary evaporator. The residue was taken up in acet... Starting materials: CO, O=S(Cl)Cl, NC(Cc1ccc(-c2ccsc2)cc1)C(=O)O. The product is COC(=O)C(N)Cc1ccc(-c2ccsc2)cc1. RXN SMILES: [CH3:22][OH:23].[S:18]([Cl:19])([Cl:20])=[O:21].[s:1]1[cH:2][c:3](-[c:6]2[cH:7][cH:8][c:9]([CH2:12][CH:13]([NH2:14])[C:15](=[O:16])[OH:17])[cH:10][cH:11]2)[cH:4][cH:5]1>>[s:1]1[cH:2][c:3](-[c:6]2[cH:7][cH:8][c:9]([CH2:12][CH:13]([NH2:14])[C:15]([O:16][CH3:22])=[O:17])[cH:10][cH:11]2)[cH:4][cH:5]1.